This data is from the Open Reaction Database (ORD), a public repository of structured organic reaction records. The task is: describe an organic reaction: reactants, conditions, products, and yield Reactants: C(C)OC(=O)COC1=C(C(=O)NC2=CC=C(C(=O)N3CCCCC4=C3C=CC=C4)C=C2)C=CC=C1 (1-[4-(2-ethoxycarbonylmethoxybenzoylamino)benzoyl]-2,3,4,5-tetrahydro-1H-benzazepine), N (ammonia), [Cl-].[NH4+] (ammonium chloride). Solvent: CO (methanol). Reaction conditions: temperature 100 celsius. Yields the product C(N)(=O)COC1=C(C(=O)NC2=CC=C(C(=O)N3CCCCC4=C3C=CC=C4)C=C2)C=CC=C1 (1-[4-(2-carbamoylmethoxybenzoylamino)benzoyl]-2,3,4,5-tetrahydro-1H-benzazepine). As a reaction SMILES: C([O:3][C:4]([CH2:6][O:7][C:8]1[CH:35]=[CH:34][CH:33]=[CH:32][C:9]=1[C:10]([NH:12][C:13]1[CH:31]=[CH:30][C:16]([C:17]([N:19]2[C:25]3[CH:26]=[CH:27][CH:28]=[CH:29][C:24]=3[CH2:23][CH2:22][CH2:21][CH2:20]2)=[O:18])=[CH:15][CH:14]=1)=[O:11])=O)C.[NH3:36].[Cl-].[NH4+]>CO>[C:4]([CH2:6][O:7][C:8]1[CH:35]=[CH:34][CH:33]=[CH:32][C:9]=1[C:10]([NH:12][C:13]1[CH:14]=[CH:15][C:16]([C:17]([N:19]2[C:25]3[CH:26]=[CH:27][CH:28]=[CH:29][C:24]=3[CH2:23][CH2:22][CH2:21][CH2:20]2)=[O:18])=[CH:30][CH:31]=1)=[O:11])(=[O:3])[NH2:36] |f:2.3|. Reported procedure: A mixture of 1-[4-(2-ethoxycarbonylmethoxybenzoylamino)benzoyl]-2,3,4,5-tetrahydro-1H-benzazepine (1.00 g), aqueous ammonia (100 ml), ammonium chloride (0.3 g) and methanol (150 ml) is heated at 100° C. for 4 hours in a sealed tube. The solvent is distilled off and the resulting residue is extracted with chloroform, washed successively with water and saturated saline solution, and dried over magnesium sulfate. The solvent is concentrated and the resulting residue is purified by silica gel column... Starting materials: C=CC(=O)Nc1c(C(=O)NCC)noc1-c1cc(Cl)c(OCc2ccccc2)cc1OCc1ccccc1, C1COCCN1, CCO. Yields the product CCNC(=O)c1noc(-c2cc(Cl)c(OCc3ccccc3)cc2OCc2ccccc2)c1NC(=O)CCN1CCOCC1. RXN SMILES: [CH2:1]([CH3:2])[NH:3][C:4](=[O:5])[c:6]1[n:7][o:8][c:9](-[c:16]2[c:17]([O:31][CH2:32][c:33]3[cH:34][cH:35][cH:36][cH:37][cH:38]3)[cH:18][c:19]([O:23][CH2:24][c:25]3[cH:26][cH:27][cH:28][cH:29][cH:30]3)[c:20]([Cl:22])[cH:21]2)[c:10]1[NH:11][C:12]([CH:13]=[CH2:14])=[O:15].[CH2:39]1[CH2:40][O:41][CH2:42][CH2:43][NH:44]1.[CH3:45][CH2:46][OH:47]>>[CH2:1]([CH3:2])[NH:3][C:4](=[O:5])[c:6]1[n:7][o:8][c:9](-[c:16]2[c:17]([O:31][CH2:32][c:33]3[cH:34][cH:35][cH:36][cH:37][cH:38]3)[cH:18][c:19]([O:23][CH2:24][c:25]3[cH:26][cH:27][cH:28][cH:29][cH:30]3)[c:20]([Cl:22])[cH:21]2)[c:10]1[NH:11][C:12]([CH2:13][CH2:14][N:44]1[CH2:39][CH2:40][O:41][CH2:42][CH2:43]1)=[O:15].